From a dataset of the Open Reaction Database (ORD), a public repository of structured organic reaction records. describe an organic reaction: reactants, conditions, products, and yield Starting materials: ClC1=CC=C(C=C1)S(=O)(=O)CC=CC=1C=CC(=C(C1)[N+](=O)[O-])OCOC (5-[3-(4-chlorophenylsulfonyl)-1-propenyl]-2-methoxymethoxy nitrobenzene), [H][H] (hydrogen). Reagents/catalysts: [C].[Pd] (palladium carbon). The solvent is C(C)(=O)OCC (ethyl acetate). Product: ClC1=CC=C(C=C1)S(=O)(=O)CCCC=1C=CC(=C(N)C1)OCOC (5-[3-(4-chlorobenzenesulfonyl)propyl]-2-methoxymethoxy aniline). Yield: 78.9%. As a reaction SMILES: [Cl:1][C:2]1[CH:7]=[CH:6][C:5]([S:8]([CH2:11][CH:12]=[CH:13][C:14]2[CH:15]=[CH:16][C:17]([O:23][CH2:24][O:25][CH3:26])=[C:18]([N+:20]([O-])=O)[CH:19]=2)(=[O:10])=[O:9])=[CH:4][CH:3]=1.[H][H]>C(OCC)(=O)C.[C].[Pd]>[Cl:1][C:2]1[CH:3]=[CH:4][C:5]([S:8]([CH2:11][CH2:12][CH2:13][C:14]2[CH:15]=[CH:16][C:17]([O:23][CH2:24][O:25][CH3:26])=[C:18]([CH:19]=2)[NH2:20])(=[O:9])=[O:10])=[CH:6][CH:7]=1 |f:3.4|. Procedure details: Under one atmosphere, a solution of 300 mg of 5-[3-(4-chlorophenylsulfonyl)-1-propenyl]-2-methoxymethoxy nitrobenzene in 8 ml of ethyl acetate and 500 mg of 10% palladium carbon added thereto were stirred in the presence of hydrogen gas. The resultant reaction mixture was filtered and then concentrated under a vacuum, to produce 220 mg of 5-[3-(4-chlorobenzenesulfonyl)propyl]-2-methoxymethoxy aniline in the form of a colorless oily substance. The yield was 73%. This product was put to use in its... Starting materials: ClC1=NC=C(C=C1Cl)C(F)(F)F (2,3-dichloro-5-trifluoromethyl pyridine), CS(=O)C (dimethyl sulfoxide), C([O-])([O-])=O.[K+].[K+] (potassium carbonate), C1(=CC=CC=C1)O (phenol). Solvent: O (water). Run at temperature 100 celsius, time 4 hour. The product is O(C1=CC=CC=C1)C1=NC=C(C=C1Cl)C(F)(F)F (2-phenoxy-3-chloro-5-trifluoromethyl pyridine). Yield: 60.4%. RXN SMILES: Cl[C:2]1[C:7]([Cl:8])=[CH:6][C:5]([C:9]([F:12])([F:11])[F:10])=[CH:4][N:3]=1.CS(C)=O.C(=O)([O-])[O-].[K+].[K+].[C:23]1([OH:29])[CH:28]=[CH:27][CH:26]=[CH:25][CH:24]=1>O>[O:29]([C:2]1[C:7]([Cl:8])=[CH:6][C:5]([C:9]([F:12])([F:11])[F:10])=[CH:4][N:3]=1)[C:23]1[CH:28]=[CH:27][CH:26]=[CH:25][CH:24]=1 |f:2.3.4|. Procedure: In a flask, 64 g of 2,3-dichloro-5-trifluoromethyl pyridine, 250 ml of dimethyl sulfoxide, 81.8 g of anhydrous potassium carbonate and 33.4 g of phenol were charged. The flask was heated in an oil bath at 100° C. to react them with stirring for 4 hours. The reaction mixture was poured into suitable amount of water and the reaction product was extracted with methylene chloride. The extracted phase was washed with water, with 5% sodium hydroxide aqueous solution and then, with water and dried over... The reactants are CC(C)([O-])C.[Na+] (sodium tert-butoxide), C(CCC)O (butan-1-ol), ClC1=NC(=C2N=CN(C2=N1)C1OCCCC1)N (2-chloro-9-(tetrahydro-2H-pyran-2-yl)-9H-purin-6-amine). Conditions: temperature 100 celsius. Product: C(CCC)OC1=NC(=C2N=CN(C2=N1)C1OCCCC1)N (2-(Butyloxy)-9-(tetrahydro-2H-pyran-2-yl)-9H-purin-6-amine). As a reaction SMILES: CC(C)([O-])C.[Na+].Cl[C:8]1[N:16]=[C:15]2[C:11]([N:12]=[CH:13][N:14]2[CH:17]2[CH2:22][CH2:21][CH2:20][CH2:19][O:18]2)=[C:10]([NH2:23])[N:9]=1.[CH2:24]([OH:28])[CH2:25][CH2:26][CH3:27]>>[CH2:24]([O:28][C:8]1[N:16]=[C:15]2[C:11]([N:12]=[CH:13][N:14]2[CH:17]2[CH2:22][CH2:21][CH2:20][CH2:19][O:18]2)=[C:10]([NH2:23])[N:9]=1)[CH2:25][CH2:26][CH3:27] |f:0.1|. Procedure details: To butan-1-ol (76 mL) was added portion wise sodium tert-butoxide (15.2 g) (Note: reaction mixture gets warm). The above was stirred until homogeneous (ca. 15 min) before 2-chloro-9-(tetrahydro-2H-pyran-2-yl)-9H-purin-6-amine (10.0 g) was then added to the resultant pale yellow solution. The reaction mixture was then heated to 100° C., overnight. The reaction mixture was stripped to remove as much butan-1-ol as possible before being partitioned between diethyl ether and water. The diethyl ether ...